describe an organic reaction: reactants, conditions, products, and yield From a dataset of the Open Reaction Database (ORD), a public repository of structured organic reaction records. Isolated yield 78.0%. Procedure: A solution of 3-(4-chlorophenyl)-4-(4-(2-bromoethoxy)benzyl)-7-methoxychromen-2-one (16.5 grams, 33 mmol) and 150 mL of 30% HBr/HOAc in a sealed tube was warmed at 100° C. for 8 h. The reaction mixture was cooled to room temperature and poured into 300 mL of water. The resulting solid was collected by filtration and purified using flash chromatography to provide the desired product (12.5 g, 78%). 1H NMR (300 MHz, DMSO) δ 10.55 (s, 1H), 7.47 (d, 2H, J=8.5 Hz), 7.43 (d, 1H, J=8.8 Hz), 7.33 (d, 2H,... Starting materials: ClC1=CC=C(C=C1)C=1C(OC2=CC(=CC=C2C1CC1=CC=C(C=C1)OCCBr)OC)=O (3-(4-chlorophenyl)-4-(4-(2-bromoethoxy)benzyl)-7-methoxychromen-2-one), Br.CC(=O)O (HBr HOAc). Product: ClC1=CC=C(C=C1)C=1C(OC2=CC(=CC=C2C1CC1=CC=C(C=C1)OCCBr)O)=O (3(4-chlorophenyl)-4-(4-(2-bromoethoxy)benzyl)-7-hydroxychromen-2-one). The solvent is O (water). RXN SMILES: [Cl:1][C:2]1[CH:7]=[CH:6][C:5]([C:8]2[C:9](=[O:31])[O:10][C:11]3[C:16]([C:17]=2[CH2:18][C:19]2[CH:24]=[CH:23][C:22]([O:25][CH2:26][CH2:27][Br:28])=[CH:21][CH:20]=2)=[CH:15][CH:14]=[C:13]([O:29]C)[CH:12]=3)=[CH:4][CH:3]=1.Br.CC(O)=O>O>[Cl:1][C:2]1[CH:3]=[CH:4][C:5]([C:8]2[C:9](=[O:31])[O:10][C:11]3[C:16]([C:17]=2[CH2:18][C:19]2[CH:24]=[CH:23][C:22]([O:25][CH2:26][CH2:27][Br:28])=[CH:21][CH:20]=2)=[CH:15][CH:14]=[C:13]([OH:29])[CH:12]=3)=[CH:6][CH:7]=1 |f:1.2|. The reactants are [Br-], CN(C)C=O, COC(=O)OC, CCCC[N+](CCCC)(CCCC)CCCC, N#CCc1c[nH]c2ccccc12, O, c1ccc2[nH]ccc2c1. The product is Cn1cc(CC#N)c2ccccc21. RXN SMILES: [Br-:33].[CH3:13][N:14]([CH3:15])[CH:16]=[O:17].[CH3:18][O:19][C:20]([O:21][CH3:22])=[O:23].[CH3:34][CH2:35][CH2:36][CH2:37][N+:38]([CH2:39][CH2:40][CH2:41][CH3:42])([CH2:43][CH2:44][CH2:45][CH3:46])[CH2:47][CH2:48][CH2:49][CH3:50].[N:1]#[C:2][CH2:3][c:4]1[cH:5][nH:6][c:7]2[cH:8][cH:9][cH:10][cH:11][c:12]12.[OH2:51].[nH:24]1[c:25]2[c:26]([cH:27][cH:28][cH:29][cH:30]2)[cH:31][cH:32]1>>[N:1]#[C:2][CH2:3][c:4]1[cH:5][n:6]([CH3:13])[c:7]2[cH:8][cH:9][cH:10][cH:11][c:12]12. Reactants: ClC=1C=NC=CC1C=NC1=C(C=CC(=C1)C(F)(F)F)O (2-(3-chloropyridin-4-yl)methylideneamino-4-(trifluoromethyl)phenol), C(C)(=O)O.C(C)(=O)O.IC1=CC=CC=C1 (iodobenzene diacetate). Solvent: CO (methanol). Conditions: time 2.5 hour. Yields the product ClC=1C=NC=CC1C=1OC2=C(N1)C=C(C=C2)C(F)(F)F (2-(3-chloropyridin-4-yl)-5-(trifluoromethyl)benzoxazole). Yield: 19.9%. RXN SMILES: [Cl:1][C:2]1[CH:3]=[N:4][CH:5]=[CH:6][C:7]=1[CH:8]=[N:9][C:10]1[CH:15]=[C:14]([C:16]([F:19])([F:18])[F:17])[CH:13]=[CH:12][C:11]=1[OH:20].C(O)(=O)C.C(O)(=O)C.IC1C=CC=CC=1>CO>[Cl:1][C:2]1[CH:3]=[N:4][CH:5]=[CH:6][C:7]=1[C:8]1[O:20][C:11]2[CH:12]=[CH:13][C:14]([C:16]([F:18])([F:17])[F:19])=[CH:15][C:10]=2[N:9]=1 |f:1.2.3|. Procedure details: To a mixture of 0.71 g of 2-(3-chloropyridin-4-yl)methylideneamino-4-(trifluoromethyl)phenol and 10 ml of methanol, 0.80 g of iodobenzene diacetate was added at room temperature and stirred for 2.5 hours. The reaction mixture was concentrated under reduced pressure, and then water was added to the reaction mixture, followed by extraction with ethyl acetate. Organic layers were washed with a saturated sodium chloride solution, dried over anhydrous magnesium sulfate, and then concentrated under re... The reactants are CC1C([C@H]2N(C1C(=O)OC(C1=CC=CC=C1)C1=CC=CC=C1)C(C2)=O)=O (benzhydryl 2-methyl-1-oxocarbapenam-3-carboxylate). Run in C(Cl)Cl (methylene chloride). Yields the product OC1C(C(N2[C@H]1CC2=O)C(=O)OC(C2=CC=CC=C2)C2=CC=CC=C2)C (Benzhydryl 1-Hydroxy-2-methylcarbapenam-3-carboxylate). RXN SMILES: [CH3:1][CH:2]1[CH:6]([C:7]([O:9][CH:10]([C:17]2[CH:22]=[CH:21][CH:20]=[CH:19][CH:18]=2)[C:11]2[CH:16]=[CH:15][CH:14]=[CH:13][CH:12]=2)=[O:8])[N:5]2[C:23](=[O:25])[CH2:24][C@H:4]2[C:3]1=[O:26]>C(Cl)Cl>[OH:26][CH:3]1[C@@H:4]2[CH2:24][C:23](=[O:25])[N:5]2[CH:6]([C:7]([O:9][CH:10]([C:17]2[CH:22]=[CH:21][CH:20]=[CH:19][CH:18]=2)[C:11]2[CH:12]=[CH:13][CH:14]=[CH:15][CH:16]=2)=[O:8])[CH:2]1[CH3:1]. Reported procedure: By the procedures of Example 3, benzhydryl 2-methyl-1-oxocarbapenam-3-carboxylate (53 mg. in 3 ml. of methylene chloride employing only the 10 mg. reducing agent initially charged) was converted to purified benzhydryl 1-hydroxy-2-methylcarbapenam-3-carboxylate [53 mg.; Rf 0.30 (4:1 chloroform:ethyl acetate)]. Starting materials: C(C)(=O)N1CC(CCC1)C(C1=CC=CC=C1)C1=CC=CC=C1 (1-acetyl-3-(diphenylmethyl)piperidine), [OH-].[K+] (potassium hydroxide), C([O-])([O-])=O.[K+].[K+] (potassium carbonate). Solvent: CO (methanol). Run at temperature 80 celsius, time 3 hour. Yields the product C1(=CC=CC=C1)C(C1CNCCC1)C1=CC=CC=C1 (3-(diphenylmethyl)piperidine). Yield: 102.7%. As a reaction SMILES: C([N:4]1[CH2:9][CH2:8][CH2:7][CH:6]([CH:10]([C:17]2[CH:22]=[CH:21][CH:20]=[CH:19][CH:18]=2)[C:11]2[CH:16]=[CH:15][CH:14]=[CH:13][CH:12]=2)[CH2:5]1)(=O)C.[OH-].[K+].C(=O)([O-])[O-].[K+].[K+]>CO>[C:11]1([CH:10]([C:17]2[CH:22]=[CH:21][CH:20]=[CH:19][CH:18]=2)[CH:6]2[CH2:7][CH2:8][CH2:9][NH:4][CH2:5]2)[CH:12]=[CH:13][CH:14]=[CH:15][CH:16]=1 |f:1.2,3.4.5|. Procedure: 1-acetyl-3-(diphenylmethyl)piperidine (250 mg) was added to methanol (12 ml) and 10N aqueous potassium hydroxide solution (4 ml), and the mixture was stirred at 80° C. for 3 hours. Aqueous saturated potassium carbonate solution was added to the reaction solution and the mixture was extracted once with ethyl acetate, followed by drying the organic layer over anhydrous sodium sulfate. The solvent was removed to obtain 220 mg of 3-(diphenylmethyl)piperidine. Yield: 100%.